Dataset: the Open Reaction Database (ORD), a public repository of structured organic reaction records. Task: describe an organic reaction: reactants, conditions, products, and yield The reactants are C(CCC)[B-](C1=CC=CC=C1)(C1=CC=CC=C1)C1=CC=CC=C1.[Li+] (lithium butyltriphenylborate), F[B-](F)(F)F.CC(=C[SH2+])C (dimethylvinylsulfonium tetrafluoroborate), O (water), resultant mixture. Run in C(C)#N (acetonitrile), C(C)#N (acetonitrile). Yields the product CC(=C[SH2+])C.C(CCC)[B-](C1=CC=CC=C1)(C1=CC=CC=C1)C1=CC=CC=C1 (dimethylvinylsulfonium butyltriphenylborate). The yield is 31.3%. As a reaction SMILES: [CH2:1]([B-:5]([C:18]1[CH:23]=[CH:22][CH:21]=[CH:20][CH:19]=1)([C:12]1[CH:17]=[CH:16][CH:15]=[CH:14][CH:13]=1)[C:6]1[CH:11]=[CH:10][CH:9]=[CH:8][CH:7]=1)[CH2:2][CH2:3][CH3:4].[Li+].F[B-](F)(F)F.[CH3:30][C:31]([CH3:34])=[CH:32][SH2+:33].O>C(#N)C>[CH3:30][C:31]([CH3:34])=[CH:32][SH2+:33].[CH2:1]([B-:5]([C:18]1[CH:23]=[CH:22][CH:21]=[CH:20][CH:19]=1)([C:6]1[CH:7]=[CH:8][CH:9]=[CH:10][CH:11]=1)[C:12]1[CH:17]=[CH:16][CH:15]=[CH:14][CH:13]=1)[CH2:2][CH2:3][CH3:4] |f:0.1,2.3,6.7|. Reported procedure: A solution of 3.00 g of lithium butyltriphenylborate in 100 ml of acetonitrile was added to a solution of 1.73 g of dimethylvinylsulfonium tetrafluoroborate in 100 ml of acetonitrile, and the resultant mixture was stirred at room temperature for 30 minutes. The reaction mixture was poured into 500 ml of water, and the resultant oily component was separated, recovered, washed with water and recrystallized from dichloromethane/ether to give 1.19 g of dimethylvinylsulfonium-butyltriphenylborate. The reactants are N(=O)[O-].[Na+] (sodium nitrite), N[C@H](CC1=CNC=N1)C(=O)O (D-histidine), Cl (hydrochloric acid), [OH-].[NH4+] (ammonium hydroxide). Solvent: O (water). Run at temperature 0 celsius, time 1 hour. The product is Cl[C@@H](C(=O)O)CC=1N=CNC1 ((2R)-2-chloro-3-(1H-imidazol-4-yl)propanoic acid). RXN SMILES: N([O-])=O.[Na+].N[C@@H:6]([C:13]([OH:15])=[O:14])[CH2:7][C:8]1[N:12]=[CH:11][NH:10][CH:9]=1.[OH-].[NH4+].[ClH:18]>O>[Cl:18][C@H:6]([CH2:7][C:8]1[N:12]=[CH:11][NH:10][CH:9]=1)[C:13]([OH:15])=[O:14] |f:0.1,3.4|. Procedure: A cold solution of sodium nitrite (2.63 g, 38 mmol) in water (5 ml) was added dropwise to a stirred suspension of D-histidine (2 g, 11.5 mmol) in concentrated hydrochloric acid (30 ml) at −5° C. The mixture was stirred at 0° C. for 1 hour and then at room temperature for 17 hours. The mixture was cooled and basified with aqueous ammonium hydroxide solution (2N) until pH=4-5. The solvent was then removed by evaporation under reduced pressure to afford (2R)-2-chloro-3-(1H-imidazol-4-yl)propanoic a... Reactants: COc1ccc(-c2cc(CO)[nH]n2)cc1, ClC(Cl)Cl. Product: COc1ccc(-c2cc(C=O)[nH]n2)cc1. As a reaction SMILES: [CH3:1][O:2][c:3]1[cH:4][cH:5][c:6](-[c:9]2[cH:10][c:11]([CH2:14][OH:15])[nH:12][n:13]2)[cH:7][cH:8]1.[CH:16]([Cl:17])([Cl:18])[Cl:19]>>[CH3:1][O:2][c:3]1[cH:4][cH:5][c:6](-[c:9]2[cH:10][c:11]([CH:14]=[O:15])[nH:12][n:13]2)[cH:7][cH:8]1. Starting materials: C(C)(C)(C)OC(NCC1=NC=C(C2=CC(=CC(=C12)OC)OC)C(NCC1=CC=C(C=C1)OC)=O)=O ([6,8-dimethoxy-4-(4-methoxy-benzylcarbamoyl)-isoquinolin-1-ylmethyl]-carbamic acid tert-butyl ester), Cl (HCl). Solvent: CCOC(=O)C (EtOAc). The product is Cl.COC1=CC=C(CNC(=O)C2=CN=C(C3=C(C=C(C=C23)OC)OC)CN)C=C1 (1-aminomethyl-6,8-dimethoxy-isoquinoline-4-carboxylic acid 4-methoxy-benzylamide hydrochloride). The yield is 54.0%. As a reaction SMILES: C(OC(=O)[NH:7][CH2:8][C:9]1[C:18]2[C:13](=[CH:14][C:15]([O:21][CH3:22])=[CH:16][C:17]=2[O:19][CH3:20])[C:12]([C:23](=[O:34])[NH:24][CH2:25][C:26]2[CH:31]=[CH:30][C:29]([O:32][CH3:33])=[CH:28][CH:27]=2)=[CH:11][N:10]=1)(C)(C)C.[ClH:36]>CCOC(C)=O>[ClH:36].[CH3:33][O:32][C:29]1[CH:30]=[CH:31][C:26]([CH2:25][NH:24][C:23]([C:12]2[C:13]3[C:18](=[C:17]([O:19][CH3:20])[CH:16]=[C:15]([O:21][CH3:22])[CH:14]=3)[C:9]([CH2:8][NH2:7])=[N:10][CH:11]=2)=[O:34])=[CH:27][CH:28]=1 |f:3.4|. Reported procedure: As described in example 1, 46 mg of [6,8-dimethoxy-4-(4-methoxy-benzylcarbamoyl)-isoquinolin-1-ylmethyl]-carbamic acid tert-butyl ester was treated with HCl in EtOAc to give 20 mg (54%) of 1-aminomethyl-6,8-dimethoxy-isoquinoline-4-carboxylic acid 4-methoxy-benzylamide hydrochloride. H1-NMR (DMSO): δ 9.26 (br s, 3H), 8.41 (s, 1H), 8.38 (br s, 1H), 7.31 (d, J=8.2 Hz, 2H), 7.09 (s, 1H), 6.90 (d, J=8.2 Hz, 2H), 6.81 (s, 1H), 4.67 (d, J=5.1 Hz, 2H), 4.44 (d, J=5.5 Hz, 2H), 3.96 (s, 3H), 3.76 (s, 3H)... Starting materials: O[C@H]1C[C@@H](CC2=CC=C3[C@@H]4CC=C([C@@]4(C)CC[C@@H]3[C@@]12C)COCC#CC(C)(C)O)O (1α,3β-Dihydroxy-17-(4-hydroxy-4-methyl-2-pentynyloxymethyl)androsta-5,7,16-triene), N1=CC=CC2=CC=CC=C12 (quinoline). Reagents/catalysts: [Pd] (palladium/barium sulfate). The solvent is CO (methanol). The product is O[C@H]1C[C@@H](CC2=CC=C3[C@@H]4CC=C([C@@]4(C)CC[C@@H]3[C@@]12C)CO\C=C/CC(C)(C)O)O (1α,3β-dihydroxy-17-{4-hydroxy-4-methyl-(2Z)-pentenyloxymethyl}androsta-5,7,16-triene). Yield: 77.9%. RXN SMILES: [OH:1][C@@H:2]1[C@@:19]2([CH3:20])[C:6](=[CH:7][CH:8]=[C:9]3[C@@H:18]2[CH2:17][CH2:16][C@@:14]2([CH3:15])[C@H:10]3[CH2:11][CH:12]=[C:13]2[CH2:21][O:22][CH2:23][C:24]#[C:25][C:26]([OH:29])([CH3:28])[CH3:27])[CH2:5][C@@H:4]([OH:30])[CH2:3]1.N1C2C(=CC=CC=2)C=CC=1>[Pd].CO>[OH:1][C@@H:2]1[C@@:19]2([CH3:20])[C:6](=[CH:7][CH:8]=[C:9]3[C@@H:18]2[CH2:17][CH2:16][C@@:14]2([CH3:15])[C@H:10]3[CH2:11][CH:12]=[C:13]2[CH2:21][O:22]/[CH:23]=[CH:24]\[CH2:25][C:26]([OH:29])([CH3:28])[CH3:27])[CH2:5][C@@H:4]([OH:30])[CH2:3]1. Procedure: 1α,3β-Dihydroxy-17-(4-hydroxy-4-methyl-2-pentynyloxymethyl)androsta-5,7,16-triene (78 mg, 0.189 mmol), quinoline (12.3 mg, 0.0952 mmol), 5% palladium/barium sulfate (16 mg) and methanol (5 ml) were stirred at room temperature for 2 hours under a hydrogen atmosphere. The reaction mixture was filtered, evaporated for remove the solvent and purified by column chromatography (dichloromethane: methanol=20:1) to give the titled compound (61 mg, 78%) as a colorless glassy substance. Reactants: [BH4-], COC(=O)c1cc(Br)ccc1I, C1CCOC1, CCO, [Na+], O=C(O)CC(O)(CC(=O)O)C(=O)O. The product is OCc1cc(Br)ccc1I. RXN SMILES: [BH4-:1].[Br:3][c:4]1[cH:5][cH:6][c:7]([I:14])[c:8]([C:9](=[O:10])[O:11][CH3:12])[cH:13]1.[CH2:31]1[O:32][CH2:33][CH2:34][CH2:35]1.[CH3:28][CH2:29][OH:30].[Na+:2].[OH:15][C:16]([CH2:17][C:18]([C:19](=[O:20])[OH:21])([CH2:22][C:23](=[O:24])[OH:25])[OH:26])=[O:27]>>[Br:3][c:4]1[cH:5][cH:6][c:7]([I:14])[c:8]([CH2:9][OH:10])[cH:13]1. The reactants are C(N)(=O)C1=CC=C(C=C1)N1N=C(C=C1C1=CC=C(C=C1)S(=O)(=O)C)C(F)F (1-(4-carbamoylphenyl) -3-(difluoromethyl)-5-[4-(methylsulfonyl)phenyl]pyrazole), P(=O)(Cl)(Cl)Cl (phosphorus oxychloride), ice water. The solvent is CN(C=O)C (N,N-dimethylformamide). Run at temperature 5 celsius, time 2 hour. The product is C(#N)C1=CC=C(C=C1)N1N=C(C=C1C1=CC=C(C=C1)SC)C(F)F (1-(4-cyanophenyl)-3-(difluoromethyl)-5-[4-(methylthio)phenyl]pyrazole). Yield: 114.7%. RXN SMILES: P(Cl)(Cl)(Cl)=O.[C:6]([C:9]1[CH:14]=[CH:13][C:12]([N:15]2[C:19]([C:20]3[CH:25]=[CH:24][C:23]([S:26]([CH3:29])(=O)=O)=[CH:22][CH:21]=3)=[CH:18][C:17]([CH:30]([F:32])[F:31])=[N:16]2)=[CH:11][CH:10]=1)(=O)[NH2:7]>CN(C)C=O>[C:6]([C:9]1[CH:10]=[CH:11][C:12]([N:15]2[C:19]([C:20]3[CH:25]=[CH:24][C:23]([S:26][CH3:29])=[CH:22][CH:21]=3)=[CH:18][C:17]([CH:30]([F:32])[F:31])=[N:16]2)=[CH:13][CH:14]=1)#[N:7]. Reported procedure: A solution of phosphorus oxychloride (1.7 g) in N,N-dimethylformamide (20 ml) was stirred at 5° C. for 30 minutes. To the solution was added 1-(4-carbamoylphenyl) -3-(difluoromethyl)-5-[4-(methylsulfonyl)phenyl]pyrazole (2 g). The resulting mixture was stirred at 5° C. for 2 hours, poured into ice-water, and extracted with a mixture of tetrahydrofuran and ethyl acetate. The extract was washed with water, dried, and evaporated to give an oil of 1-(4-cyanophenyl)-3-(difluoromethyl)-5-[4-(methylthi... The reactants are CCCO, CO, Cl, O=C(O)C(F)(F)F, Fc1cccnc1F, CC(C)(O)CC1(c2ccccc2)CCN(C2CCCNC2)C(=O)O1. The product is CC(C)(O)CC1(c2ccccc2)CCN(C2CCCN(c3ncccc3F)C2)C(=O)O1. Reaction SMILES: [CH2:43]([OH:44])[CH2:45][CH3:46].[CH3:41][OH:42].[ClH:40].[F:25][C:26]([F:27])([F:28])[C:29]([OH:30])=[O:31].[F:32][c:33]1[n:34][cH:35][cH:36][cH:37][c:38]1[F:39].[OH:1][C:2]([CH2:3][C:4]1([c:17]2[cH:18][cH:19][cH:20][cH:21][cH:22]2)[CH2:5][CH2:6][N:7]([CH:11]2[CH2:12][NH:13][CH2:14][CH2:15][CH2:16]2)[C:8](=[O:10])[O:9]1)([CH3:23])[CH3:24]>>[OH:1][C:2]([CH2:3][C:4]1([c:17]2[cH:18][cH:19][cH:20][cH:21][cH:22]2)[CH2:5][CH2:6][N:7]([CH:11]2[CH2:12][N:13]([c:33]3[n:34][cH:35][cH:36][cH:37][c:38]3[F:39])[CH2:14][CH2:15][CH2:16]2)[C:8](=[O:10])[O:9]1)([CH3:23])[CH3:24].